Dataset: the Open Reaction Database (ORD), a public repository of structured organic reaction records. Task: describe an organic reaction: reactants, conditions, products, and yield Reactants: C(C)OC(CN1N=C(C=C1N)C=1C=NC=CC1)OCC (1-(2,2-Diethoxyethyl)-3-(pyridin-3-yl)-1H-pyrazole-5-amine), BrC1=C(C=CC(=C1)[N+](=O)[O-])C (2-bromo-4-nitrotoluene), CC1(C2=C(C(=CC=C2)P(C3=CC=CC=C3)C4=CC=CC=C4)OC5=C(C=CC=C51)P(C6=CC=CC=C6)C7=CC=CC=C7)C (xantphos), C([O-])([O-])=O.[Cs+].[Cs+] (caesium carbonate). The reagents and catalysts are C(C)(=O)[O-].[Pd+2].C(C)(=O)[O-] (palladium(II) acetate). The solvent is O1CCOCC1 (1,4-dioxane). Conditions: time 4 hour. The product is C(C)OC(CN1N=C(C=C1NC1=C(C=CC(=C1)[N+](=O)[O-])C)C=1C=NC=CC1)OCC (1-(2,2-Diethoxyethyl)-N-(2-methyl-5-nitrophenyl)-3-(pyridin-3-yl)-1H-pyrazole-5-amine). RXN SMILES: [CH2:1]([O:3][CH:4]([O:18][CH2:19][CH3:20])[CH2:5][N:6]1[C:10]([NH2:11])=[CH:9][C:8]([C:12]2[CH:13]=[N:14][CH:15]=[CH:16][CH:17]=2)=[N:7]1)[CH3:2].Br[C:22]1[CH:27]=[C:26]([N+:28]([O-:30])=[O:29])[CH:25]=[CH:24][C:23]=1[CH3:31].CC1(C)C2C(=C(P(C3C=CC=CC=3)C3C=CC=CC=3)C=CC=2)OC2C(P(C3C=CC=CC=3)C3C=CC=CC=3)=CC=CC1=2.C(=O)([O-])[O-].[Cs+].[Cs+]>O1CCOCC1.C([O-])(=O)C.[Pd+2].C([O-])(=O)C>[CH2:1]([O:3][CH:4]([O:18][CH2:19][CH3:20])[CH2:5][N:6]1[C:10]([NH:11][C:22]2[CH:27]=[C:26]([N+:28]([O-:30])=[O:29])[CH:25]=[CH:24][C:23]=2[CH3:31])=[CH:9][C:8]([C:12]2[CH:13]=[N:14][CH:15]=[CH:16][CH:17]=2)=[N:7]1)[CH3:2] |f:3.4.5,7.8.9|. Procedure details: Under argon, 155 g (561 mmol) of the compound of Example 4A together with 133 g (617 mmol) of 2-bromo-4-nitrotoluene, 12.6 g (56.1 mmol) of palladium(II) acetate, 48.7 g (84.1 mmol) of xantphos [4,5-bis(diphenylphosphino)-9,9-dimethylxanthene] and 548 g (1683 mmol) of caesium carbonate in 3.1 liters of 1,4-dioxane were heated at reflux. After 4 h, the mixture was cooled to RT and filtered through kieselguhr, and the filtrate was concentrated on a rotary evaporator. The crude product obtained in ... Reactants: CC1=NC2=CC3=C(C=C2C(N1COC(C(C)(C)C)=O)=O)C(CC3)NC3=CC=C(C(=O)N[C@@H](CCC(=O)OCC)C(=O)OCC)C=C3 (diethyl N-{p-[N-((6RS)-2-methyl-4-oxo-3-pivaloyloxymethyl-3,4,7,8-tetrahydro-6H-cyclopenta[g]quinazolin-6-yl)amino]benzoyl}-L-glutamate), C(C#C)Br (propargyl bromide), C([O-])([O-])=O.[Ca+2] (calcium carbonate). The solvent is CC(=O)N(C)C (DMA). Reaction conditions: temperature 110 celsius. The product is CC1=NC2=CC3=C(C=C2C(N1COC(C(C)(C)C)=O)=O)C(CC3)N(CC#C)C3=CC=C(C(=O)N[C@@H](CCC(=O)OCC)C(=O)OCC)C=C3 (Diethyl N-{p-[N-((6RS)-2-methyl-4-oxo-3-pivaloyloxymethyl-3,4,7,8-tetrahydro-6H-cyclopenta[g]quinazolin-6-yl)-N-(prop-2-ynyl)-amino]benzoyl}-L-glutamate). Reaction SMILES: [CH3:1][C:2]1[N:11]([CH2:12][O:13][C:14](=[O:19])[C:15]([CH3:18])([CH3:17])[CH3:16])[C:10](=[O:20])[C:9]2[C:4](=[CH:5][C:6]3[CH2:23][CH2:22][CH:21]([NH:24][C:25]4[CH:46]=[CH:45][C:28]([C:29]([NH:31][C@H:32]([C:40]([O:42][CH2:43][CH3:44])=[O:41])[CH2:33][CH2:34][C:35]([O:37][CH2:38][CH3:39])=[O:36])=[O:30])=[CH:27][CH:26]=4)[C:7]=3[CH:8]=2)[N:3]=1.[CH2:47](Br)[C:48]#[CH:49].C(=O)([O-])[O-].[Ca+2]>CC(N(C)C)=O>[CH3:1][C:2]1[N:11]([CH2:12][O:13][C:14](=[O:19])[C:15]([CH3:16])([CH3:17])[CH3:18])[C:10](=[O:20])[C:9]2[C:4](=[CH:5][C:6]3[CH2:23][CH2:22][CH:21]([N:24]([C:25]4[CH:26]=[CH:27][C:28]([C:29]([NH:31][C@H:32]([C:40]([O:42][CH2:43][CH3:44])=[O:41])[CH2:33][CH2:34][C:35]([O:37][CH2:38][CH3:39])=[O:36])=[O:30])=[CH:45][CH:46]=4)[CH2:49][C:48]#[CH:47])[C:7]=3[CH:8]=2)[N:3]=1 |f:2.3|. Procedure details: A mixture of diethyl N-{p-[N-((6RS)-2-methyl-4-oxo-3-pivaloyloxymethyl-3,4,7,8-tetrahydro-6H-cyclopenta[g]quinazolin-6-yl)amino]benzoyl}-L-glutamate (13.5 g), propargyl bromide (32 g), calcium carbonate (10.7 g) and DMA (250 ml) was stirred and heated to 110° C. for 5 hours. The mixture was evaporated and the residue was partitioned between ethyl acetate and water. The organic phase was washed with water, dried (MgSO4) and evaporated. The residue was purified by column chromatography using incre... The reactants are O=C(OOC(=O)c1ccccc1)c1ccccc1, Cc1ccc2ccccc2c1B1OC(C)(C)C(C)(C)O1, ClC(Cl)(Cl)Cl, O=C1CCC(=O)N1Br. The product is CC1(C)OB(c2c(CBr)ccc3ccccc23)OC1(C)C. RXN SMILES: [C:29]([O:30][O:31][C:32](=[O:33])[c:34]1[cH:35][cH:36][cH:37][cH:38][cH:39]1)(=[O:40])[c:41]1[cH:42][cH:43][cH:44][cH:45][cH:46]1.[CH3:1][C:2]1([CH3:20])[O:3][B:4]([c:9]2[c:10]([CH3:19])[cH:11][cH:12][c:13]3[cH:14][cH:15][cH:16][cH:17][c:18]23)[O:5][C:6]1([CH3:7])[CH3:8].[Cl:47][C:48]([Cl:49])([Cl:50])[Cl:51].[O:21]=[C:22]1[N:23]([Br:28])[C:24](=[O:25])[CH2:26][CH2:27]1>>[CH3:1][C:2]1([CH3:20])[O:3][B:4]([c:9]2[c:10]([CH2:19][Br:28])[cH:11][cH:12][c:13]3[cH:14][cH:15][cH:16][cH:17][c:18]23)[O:5][C:6]1([CH3:7])[CH3:8]. Starting materials: C1(=C(C=CC=C1)C=1C=C2C(NC(=NC2=CC1)N1N=CC(=C1)C(=O)OCC)=O)C (ethyl 1-(6-(o-tolyl)-4-oxo-3,4-dihydroquinazolin-2-yl)-1H-pyrazole-4-carboxylate), C(C)NCC (diethylamine). Yields the product C(C)N(C1=NC(=NC2=CC=C(C=C12)C1=C(C=CC=C1)C)N1N=CC(=C1)C(=O)O)CC (1-(4-(Diethylamino)-6-(o-tolyl)quinazolin-2-yl)-1H-pyrazole-4-carboxylic acid). As a reaction SMILES: [C:1]1([CH3:28])[CH:6]=[CH:5][CH:4]=[CH:3][C:2]=1[C:7]1[CH:8]=[C:9]2[C:14](=[CH:15][CH:16]=1)[N:13]=[C:12]([N:17]1[CH:21]=[C:20]([C:22]([O:24]CC)=[O:23])[CH:19]=[N:18]1)[NH:11][C:10]2=O.[CH2:29]([NH:31][CH2:32][CH3:33])[CH3:30]>>[CH2:29]([N:31]([CH2:32][CH3:33])[C:10]1[C:9]2[C:14](=[CH:15][CH:16]=[C:7]([C:2]3[CH:3]=[CH:4][CH:5]=[CH:6][C:1]=3[CH3:28])[CH:8]=2)[N:13]=[C:12]([N:17]2[CH:21]=[C:20]([C:22]([OH:24])=[O:23])[CH:19]=[N:18]2)[N:11]=1)[CH3:30]. Reported procedure: The above compound may be made analogous to Example 1 using ethyl 1-(6-(o-tolyl)-4-oxo-3,4-dihydroquinazolin-2-yl)-1H-pyrazole-4-carboxylate in step D and diethylamine in step E. MS (ESI/CI): predicted mass C23H23N5O2, 401.2. The reactants are C(C)OC(CC1=NC(=NO1)CC1=C(C=C(C=C1)NC(C(C)(C)C)=O)CSC(C)(C)C)=O ({3-[2-tert-Butylsulfanylmethyl-4-(2,2-dimethyl-propionylamino)-benzyl]-[1,2,4]oxadiazol-5-yl}-acetic acid ethyl ester), [Li+].[OH-] (LiOH). Run in O (H2O), CO (MeOH). Conditions: time 6 hour. The product is C(C)(C)(C)SCC1=C(CC2=NOC(=N2)CC(=O)O)C=CC(=C1)NC(C(C)(C)C)=O ({3-[2-tert-Butylsulfanylmethyl-4-(2,2-dimethyl-propionylamino)-benzyl]-[1,2,4]oxadiazol-5-yl}-acetic acid). As a reaction SMILES: C([O:3][C:4](=[O:31])[CH2:5][C:6]1[O:10][N:9]=[C:8]([CH2:11][C:12]2[CH:17]=[CH:16][C:15]([NH:18][C:19](=[O:24])[C:20]([CH3:23])([CH3:22])[CH3:21])=[CH:14][C:13]=2[CH2:25][S:26][C:27]([CH3:30])([CH3:29])[CH3:28])[N:7]=1)C.[Li+].[OH-]>CO.O>[C:27]([S:26][CH2:25][C:13]1[CH:14]=[C:15]([NH:18][C:19](=[O:24])[C:20]([CH3:23])([CH3:22])[CH3:21])[CH:16]=[CH:17][C:12]=1[CH2:11][C:8]1[N:7]=[C:6]([CH2:5][C:4]([OH:31])=[O:3])[O:10][N:9]=1)([CH3:30])([CH3:29])[CH3:28] |f:1.2|. Procedure details: {3-[2-tert-Butylsulfanylmethyl-4-(2,2-dimethyl-propionylamino)-benzyl]-[1,2,4]oxadiazol-5-yl}-acetic acid ethyl ester (0.28 mmol) in MeOH (5 mL) was treated with 1N aqueous LiOH (0.5 mL), and the reaction was stirred for 6 hours at room temperature. The mixture was diluted with H2O and extracted with EtOAc. The combined organic layers were dried and concentrated to give the title compound. Starting materials: CCc1ccc(S(N)(=O)=O)o1, CC(C)=O, O=C=Nc1ccc(Cl)cc1, Cl, [Na+], [OH-]. Product: CCc1ccc(S(=O)(=O)NC(=O)Nc2ccc(Cl)cc2)o1. As a reaction SMILES: [CH2:1]([CH3:2])[c:3]1[cH:4][cH:5][c:6]([S:8](=[O:9])(=[O:10])[NH2:11])[o:7]1.[CH3:25][C:26](=[O:27])[CH3:28].[Cl:14][c:15]1[cH:16][cH:17][c:18]([N:21]=[C:22]=[O:23])[cH:19][cH:20]1.[ClH:24].[Na+:13].[OH-:12]>>[CH2:1]([CH3:2])[c:3]1[cH:4][cH:5][c:6]([S:8](=[O:9])(=[O:10])[NH:11][C:22]([NH:21][c:18]2[cH:17][cH:16][c:15]([Cl:14])[cH:20][cH:19]2)=[O:23])[o:7]1.